Task: describe an organic reaction: reactants, conditions, products, and yield. Dataset: the Open Reaction Database (ORD), a public repository of structured organic reaction records Reactants: [Mg] (magnesium), BrC(C)Br (dibromoethane), BrCCCCC1=CC=CC=C1 (1-bromo-4-phenylbutane), Grignard reagent, BrCCC1=CC=C(C=O)C=C1 (4-(2-bromoethyl)benzaldehyde), [Cl-].[NH4+] (ammonium chloride). Solvent: O1CCCC1 (tetrahydrofuran), O1CCCC1 (tetrahydrofuran), O1CCCC1 (tetrahydrofuran). Conditions: time 10 minute. The product is BrCCC1=CC=C(C=C1)C(CCCCC1=CC=CC=C1)O (1-[4-(2-bromoethyl)phenyl]-5-phenylpentan-1-ol). The yield is 60.8%. RXN SMILES: [Mg].BrC(Br)C.Br[CH2:7][CH2:8][CH2:9][CH2:10][C:11]1[CH:16]=[CH:15][CH:14]=[CH:13][CH:12]=1.[Br:17][CH2:18][CH2:19][C:20]1[CH:27]=[CH:26][C:23]([CH:24]=[O:25])=[CH:22][CH:21]=1.[Cl-].[NH4+]>O1CCCC1>[Br:17][CH2:18][CH2:19][C:20]1[CH:27]=[CH:26][C:23]([CH:24]([OH:25])[CH2:7][CH2:8][CH2:9][CH2:10][C:11]2[CH:16]=[CH:15][CH:14]=[CH:13][CH:12]=2)=[CH:22][CH:21]=1 |f:4.5|. Procedure: To a solution of magnesium (4.4 g) in tetrahydrofuran (20 ml) was added dibromoethane (1.6 ml) under a nitrogen atmosphere, and the mixture was stirred for 10 minutes. To the reaction mixture was added a solution of 1-bromo-4-phenylbutane (38.8 g) in tetrahydrofuran (30 ml) over 30 minutes, and the mixture was stirred for 40 minutes. The obtained Grignard reagent was dropwise added to a solution of 4-(2-bromoethyl)benzaldehyde (32.3 g) in tetrahydrofuran (250 ml) under ice-cooling over 30 minute... Reactants: P(=O)(Br)(Br)Br (POBr3), FC1=CC=C(C=C1)C1C(CCC1=O)=O (2-(4-fluorophenyl)-1,3-cyclopentanedione), P(=O)(Br)(Br)Br (POBr3), Na2HPO4. Solvent: CC#N (MeCN). Conditions: temperature 65 celsius, time 30 minute. The product is BrC1=C(C(CC1)=O)C1=CC=C(C=C1)F (3-bromo-2-(4-fluorophenyl)-2-cyclopenten-1-one). RXN SMILES: [F:1][C:2]1[CH:7]=[CH:6][C:5]([CH:8]2[C:12](=[O:13])[CH2:11][CH2:10][C:9]2=O)=[CH:4][CH:3]=1.P(Br)(Br)([Br:17])=O>CC#N>[Br:17][C:9]1[CH2:10][CH2:11][C:12](=[O:13])[C:8]=1[C:5]1[CH:6]=[CH:7][C:2]([F:1])=[CH:3][CH:4]=1. Procedure details: To a 1-Liter 3-neck flask was charged 50 g (0.26 mol) of 2-(4-fluorophenyl)-1,3-cyclopentanedione as a solid to 260 mL of dry MeCN (KF<100 ug/mL). To the resulting suspension was added 18.5 g (0.13 mol) of Na2HPO4 and the sides of the reaction flask were washed with an additional 100 ml of dry MeCN. In a separate flask containing 150 mL of MeCN was added 56 g (0.195 mol) of POBr3. The resulting POBr3 solution was then added drop-wise to the slurry, and the mixture was heated to 65° C. for 1.5 h ... The reactants are CCOCC, COc1ccc(C2CCCCC2)cc1-c1csc(NC(=O)C2CCN(C(=O)OC(C)(C)C)CC2)n1, Cl. Product: COc1ccc(C2CCCCC2)cc1-c1csc(NC(=O)C2CCNCC2)n1. As a reaction SMILES: [CH2:37]([O:38][CH2:39][CH3:40])[CH3:41].[CH:1]1([c:7]2[cH:8][cH:9][c:10]([O:34][CH3:35])[c:11](-[c:13]3[n:14][c:15]([NH:18][C:19](=[O:20])[CH:21]4[CH2:22][CH2:23][N:24]([C:27]([O:28][C:29]([CH3:30])([CH3:31])[CH3:32])=[O:33])[CH2:25][CH2:26]4)[s:16][cH:17]3)[cH:12]2)[CH2:2][CH2:3][CH2:4][CH2:5][CH2:6]1.[ClH:36]>>[CH:1]1([c:7]2[cH:8][cH:9][c:10]([O:34][CH3:35])[c:11](-[c:13]3[n:14][c:15]([NH:18][C:19](=[O:20])[CH:21]4[CH2:22][CH2:23][NH:24][CH2:25][CH2:26]4)[s:16][cH:17]3)[cH:12]2)[CH2:2][CH2:3][CH2:4][CH2:5][CH2:6]1. Starting materials: CCCCCCCCCCC1(Br)C(=O)NC(=O)NC1=O, CS(C)=O, O, OCCN1CCNCC1. Product: CCCCCCCCCCC1(C2CNCCN2CCO)C(=O)NC(=O)NC1=O. As a reaction SMILES: [Br:1][C:2]1([CH2:11][CH2:12][CH2:13][CH2:14][CH2:15][CH2:16][CH2:17][CH2:18][CH2:19][CH3:20])[C:3](=[O:10])[NH:4][C:5](=[O:9])[NH:6][C:7]1=[O:8].[CH3:31][S:32]([CH3:33])=[O:34].[OH2:30].[OH:21][CH2:22][CH2:23][N:24]1[CH2:25][CH2:26][NH:27][CH2:28][CH2:29]1>>[C:2]1([CH2:11][CH2:12][CH2:13][CH2:14][CH2:15][CH2:16][CH2:17][CH2:18][CH2:19][CH3:20])([CH:25]2[N:24]([CH2:23][CH2:22][OH:21])[CH2:29][CH2:28][NH:27][CH2:26]2)[C:3](=[O:10])[NH:4][C:5](=[O:9])[NH:6][C:7]1=[O:8]. Starting materials: CC1=NN=C(N1C)S (3,4-dimethyl-5-mercapto-1,2,4-triazole), Cl (HCl), CC(=O)OCC1=C(N2[C@@H]([C@@H](C2=O)N)SC1)C(=O)O (7-ACA), acetoxy carbonyl. Run in CC(=O)C (acetone), C(=O)(O)[O-].[Na+] (NaHCO3), O (water), CC(=O)C (acetone), O (water), C(=O)(O)[O-].[Na+] (NaHCO3). Yields the product CC1=NN=C(N1C)SCC=1CS[C@H]2N(C1C(=O)O)C(C2N)=O (3-(3,4-dimethyl-1,2,4-triazol-5-ylthiomethyl)-7-amino-3-cephem-4-carboxylic acid). Yield: 60.0%. Reaction SMILES: CC(O[CH2:5][C:6]1[CH2:15][S:14][C@@H:9]2[C@H:10]([NH2:13])[C:11](=[O:12])[N:8]2[C:7]=1[C:16]([OH:18])=[O:17])=O.[CH3:19][C:20]1[N:24]([CH3:25])[C:23]([SH:26])=[N:22][N:21]=1.Cl>O.CC(C)=O.C([O-])(O)=O.[Na+]>[CH3:19][C:20]1[N:24]([CH3:25])[C:23]([S:26][CH2:5][C:6]2[CH2:15][S:14][C@@H:9]3[CH:10]([NH2:13])[C:11](=[O:12])[N:8]3[C:7]=2[C:16]([OH:18])=[O:17])=[N:22][N:21]=1 |f:5.6|. Procedure details: To a solution of NaHCO3 (4.2 g., 0.05 mol.) in water (50 ml.) was added 7-ACA (6.8 g., 0.025 mol.), water (50 ml.) and acetone (25 ml.). The resulting solution was warmed to 45° and then a solution of 3,4-dimethyl-5-mercapto-1,2,4-triazole (5.0 g., 0.038 mol.) in acetone (50 ml.) and 5% NaHCO3 (10 ml.) was added. The reaction was refluxed until the reaction was completed as determined by the disappearance of the acetoxy carbonyl band in the infrared absorption spectrum. During this time the pH w...